Dataset: the Open Reaction Database (ORD), a public repository of structured organic reaction records. Task: describe an organic reaction: reactants, conditions, products, and yield Starting materials: C(=O)(C(F)(F)F)O (TFA), C(C)(C)(C)OC(=O)N1CC(C1)C(=O)N1CCCC1 (3-(pyrrolidine-1-carbonyl)-azetidine-1-carboxylic acid tert-butyl ester). Run in C(Cl)Cl (DCM). Run at time 1 hour. Product: N1CC(C1)C(=O)N1CCCC1 (Azetidin-3-yl-pyrrolidin-1-ylmethanone). Isolated yield 72.0%. As a reaction SMILES: C(O)(C(F)(F)F)=O.C(OC([N:15]1[CH2:18][CH:17]([C:19]([N:21]2[CH2:25][CH2:24][CH2:23][CH2:22]2)=[O:20])[CH2:16]1)=O)(C)(C)C>C(Cl)Cl>[NH:15]1[CH2:16][CH:17]([C:19]([N:21]2[CH2:22][CH2:23][CH2:24][CH2:25]2)=[O:20])[CH2:18]1. Procedure: Pyrrolidine (271 μL, 5.50 mmol) was added to a solution of azetidine-1,3-dicarboxylic acid mono-tert-butyl ester (1.0 g, 4.97 mmol), HATU (2.09 g, 5.50 mmol) and DIPEA (2.18 mL, 12.52 mmol) in DMF (100 mL) and the resulting mixture stirred at ambient temperature for 1 h, then concentrated in vacuo. The resulting oil was partitioned between EtOAc and water. The organic layer was separated, washed with water and brine, then dried (MgSO4) and concentrated in vacuo to give 3-(pyrrolidine-1-carbonyl)... Procedure: This compound was prepared in an analogous fashion to (S)-4-(5-chloro-1-methyl-1H-pyrazolo[4,3-d]pyrimidin-7-yl)-3-methylmorpholine, using (1S,4S)-2-oxa-5-azabicyclo[2.2.1]heptane hydrochloride salt as the starting material. 1H NMR (CDCl3, 500 MHz) δ ppm 7.96 (s, 1H), 5.15 (s, 1H), 4.76 (s, 1H), 4.20 (s, 3H), 4.13 (d, J=8.1 Hz, 1H), 3.97 (ddd, J=7.0 Hz, 4.7 Hz, 1.5 Hz, 2H), 3.69 (d, J=9.5 Hz, 1H), 2.09 to 1.94 (m, 2H); LC-MS m/z (method A)=266.1 [M+H]+, RT=1.37 min. As a reaction SMILES: [Cl:1][C:2]1[N:3]=[C:4]([N:12]2[CH2:17][CH2:16][O:15][CH2:14][C@@H:13]2[CH3:18])[C:5]2[N:10]([CH3:11])[N:9]=[CH:8][C:6]=2[N:7]=1.Cl.[C@H]12C[C@H](NC1)CO2>>[Cl:1][C:2]1[N:3]=[C:4]([N:12]2[CH2:17][C@@H:16]3[CH2:18][C@H:13]2[CH2:14][O:15]3)[C:5]2[N:10]([CH3:11])[N:9]=[CH:8][C:6]=2[N:7]=1 |f:1.2|. Reactants: ClC=1N=C(C2=C(N1)C=NN2C)N2[C@H](COCC2)C ((S)-4-(5-chloro-1-methyl-1H-pyrazolo[4,3-d]pyrimidin-7-yl)-3-methylmorpholine), Cl.[C@@H]12OC[C@@H](NC1)C2 ((1S,4S)-2-oxa-5-azabicyclo[2.2.1]heptane hydrochloride salt). The product is ClC=1N=C(C2=C(N1)C=NN2C)N2[C@@H]1CO[C@H](C2)C1 ((1S,4S)-5-(5-chloro-1-methyl-1H-pyrazolo[4,3-d]-pyrimidin-7-yl)-2-oxa-5-azabicyclo[2.2.1]heptane). Reactants: NC(=O)N (urea), C([O-])([O-])=O.[K+].[K+] (potassium carbonate), [OH-].[K+] (potassium hydroxide), C1=CC=C2C=CC3=CC=CC4=CC=C1C2=C34 (pyrene), [N+](=O)([O-])C1=CC=CC=C1 (nitrobenzene), [N+](=O)([O-])C1=CC=CC=C1 (nitrobenzene). The solvent is C(C)(=O)OCC (ethyl acetate), O (water), CS(=O)C (DMSO), CS(=O)C (DMSO). Run at temperature 90 celsius. Product: [N+](=O)([O-])C1=CC=C(N)C=C1 (4-nitroaniline). Reaction SMILES: N[C:2]([NH2:4])=O.C(=O)([O-])[O-].[K+].[K+].[OH-].[K+].C1C2C3=C4C(=CC=2)C=CC=C4C=CC3=CC=1.[N+:29]([C:32]1[CH:37]=[CH:36]C=[CH:34][CH:33]=1)([O-:31])=[O:30]>C(OCC)(=O)C.O.CS(C)=O>[N+:29]([C:32]1[CH:37]=[CH:36][C:2]([NH2:4])=[CH:34][CH:33]=1)([O-:31])=[O:30] |f:1.2.3,4.5|. Procedure details: A 100 ml three-neck reactor equipped with a condenser and a thermometer was filled with 3.60 g (60 mmol) of urea, 1.50 g of potassium carbonate, 3.96 g (60 mmol) of potassium hydroxide, 0.3034 g of pyrene, and 25 g of DMSO. Then, the resulting mixture was heated to 90° C. while stirring under an oxygen atmosphere. Once the reaction temperature reached 90° C., a mixed solution of 2.48 g (20 mmol) of nitrobenzene and 5 g of DMSO was slowly added dropwise over a period of time of 5 to 10 minutes vi... The reactants are C(C)(=O)C=1C=C(C=CC1)B(O)O (3-acetylphenyl boronic acid), [F-].[K+] (potassium fluoride), COC(C1=CC=C(C=C1)Cl)=O (methyl-4-chlorobenzoate). Reagents/catalysts: C(C)(=O)[O-].[Pd+2].C(C)(=O)[O-] (palladium acetate), C(C)(C)(C)P(C1=C(C=CC=C1)C1=CC=CC=C1)C(C)(C)C (2-(di-tert-butylphosphino)biphenyl). The product is C(=O)(OC)C1=CC=C(C=C1)C1=CC(=CC=C1)C(C)=O (4-carbomethoxy-3′-acetylbiphenyl). The yield is 90.1%. As a reaction SMILES: [C:1]([C:4]1[CH:5]=[C:6](B(O)O)[CH:7]=[CH:8][CH:9]=1)(=[O:3])[CH3:2].[F-].[K+].[CH3:15][O:16][C:17](=[O:25])[C:18]1[CH:23]=[CH:22][C:21](Cl)=[CH:20][CH:19]=1>C([O-])(=O)C.[Pd+2].C([O-])(=O)C.C(P(C(C)(C)C)C1C=CC=CC=1C1C=CC=CC=1)(C)(C)C>[C:17]([C:18]1[CH:23]=[CH:22][C:21]([C:6]2[CH:7]=[CH:8][CH:9]=[C:4]([C:1](=[O:3])[CH3:2])[CH:5]=2)=[CH:20][CH:19]=1)([O:16][CH3:15])=[O:25] |f:1.2,4.5.6|. Procedure details: An oven dried resealable Schlenk tube was evacuated and backfilled with argon and charged with palladium acetate (2.2 mg, 0.01 mmol, 1.0 mol %), 2-(di-tert-butylphosphino)biphenyl (6.0 mg, 0.020 mmol, 2.0 mol %), 3-acetylphenyl boronic acid (246 mg, 1.5 mmol), potassium fluoride (174 mg, 3.0 mmol), and methyl-4-chlorobenzoate (171 mg, 1.0 mmol). The tube was evacuated and backfilled with argon, and THF (1 mL) was added through a rubber septum. The tube was sealed with a teflon screwcap, and the ... Starting materials: O=C([O-])[O-], ClCCSc1ccccc1, [K+], [K+], CN(C)C=O, O=[N+]([O-])c1cccnc1S. The product is O=[N+]([O-])c1cccnc1SCCSc1ccccc1. RXN SMILES: [C:11](=[O:12])([O-:13])[O-:14].[Cl:1][CH2:2][CH2:3][S:4][c:5]1[cH:6][cH:7][cH:8][cH:9][cH:10]1.[K+:15].[K+:16].[O:27]=[CH:28][N:29]([CH3:30])[CH3:31].[SH:17][c:18]1[n:19][cH:20][cH:21][cH:22][c:23]1[N+:24](=[O:25])[O-:26]>>[CH2:2]([CH2:3][S:4][c:5]1[cH:6][cH:7][cH:8][cH:9][cH:10]1)[S:17][c:18]1[n:19][cH:20][cH:21][cH:22][c:23]1[N+:24](=[O:25])[O-:26]. The reactants are COC(=O)C(CN1CC(O[Si](C)(C)C(C)(C)C)C1)Oc1ncnc2c1cnn2-c1c(Cl)cccc1Cl, N#Cc1ccc(N)nc1. The product is CC(C)(C)[Si](C)(C)OC1CN(CC(Oc2ncnc3c2cnn3-c2c(Cl)cccc2Cl)C(=O)Nc2ccc(C#N)cn2)C1. Reaction SMILES: [C:10]([CH3:11])([CH3:12])([CH3:13])[Si:14]([O:15][CH:16]1[CH2:17][N:18]([CH2:20][CH:21]([C:22](=[O:23])[O:24][CH3:25])[O:26][c:27]2[c:28]3[c:29]([n:30][cH:31][n:32]2)[n:33](-[c:36]2[c:37]([Cl:43])[cH:38][cH:39][cH:40][c:41]2[Cl:42])[n:34][cH:35]3)[CH2:19]1)([CH3:44])[CH3:45].[NH2:1][c:2]1[n:3][cH:4][c:5]([C:6]#[N:7])[cH:8][cH:9]1>>[NH:1]([c:2]1[n:3][cH:4][c:5]([C:6]#[N:7])[cH:8][cH:9]1)[C:22]([CH:21]([CH2:20][N:18]1[CH2:17][CH:16]([O:15][Si:14]([C:10]([CH3:11])([CH3:12])[CH3:13])([CH3:44])[CH3:45])[CH2:19]1)[O:26][c:27]1[c:28]2[c:29]([n:30][cH:31][n:32]1)[n:33](-[c:36]1[c:37]([Cl:43])[cH:38][cH:39][cH:40][c:41]1[Cl:42])[n:34][cH:35]2)=[O:23]. Reactants: BrN1C(CCC1=O)=O (N-bromosuccinimide), C(C1=CC=CC=C1)(=O)OOC(C1=CC=CC=C1)=O (benzoyl peroxide), C(C)OC(\C=C(/C)\OC1=CC(=CC=C1)F)=O ((E)-3-(3-fluoro-phenoxy)-but-2-enoic acid ethyl ester). Run in C(Cl)(Cl)(Cl)Cl (carbon tetrachloride). The product is C(C)OC(\C=C(/CBr)\OC1=CC(=CC=C1)F)=O ((E)-4-bromo-3-(3-fluoro-phenoxy)-but-2-enoic acid ethyl ester). The yield is 20.0%. As a reaction SMILES: [CH2:1]([O:3][C:4](=[O:16])/[CH:5]=[C:6](/[O:8][C:9]1[CH:14]=[CH:13][CH:12]=[C:11]([F:15])[CH:10]=1)\[CH3:7])[CH3:2].[Br:17]N1C(=O)CCC1=O.C(OOC(=O)C1C=CC=CC=1)(=O)C1C=CC=CC=1>C(Cl)(Cl)(Cl)Cl>[CH2:1]([O:3][C:4](=[O:16])/[CH:5]=[C:6](/[O:8][C:9]1[CH:14]=[CH:13][CH:12]=[C:11]([F:15])[CH:10]=1)\[CH2:7][Br:17])[CH3:2]. Reported procedure: To a stirred mixture of (E)-3-(3-fluoro-phenoxy)-but-2-enoic acid ethyl ester (8.60 g, 0.038 mol) in carbon tetrachloride (35 mL) under a nitrogen atmosphere was added N-bromosuccinimide (10.3 g, 0.058 mol) and benzoyl peroxide (900 mg, 0.004 mol). Nitrogen gas was bubbled through the mixture for 5 min, and the resulting mixture was heated to reflux for 4 h. The reaction mixture was then placed in the refrigerator overnight. The solids formed were removed by filtration and the filtrate concentra... Reactants: C(C1=CC=CC=C1)N1C2(CCCC2)CNC(C1)(C)C (6-benzyl-8,8-dimethyl-6,9-diaza-spiro[4.5]decane), CC(CN)(CC)N (2-methylbutane 1,2-diamine), CC(C#N)(O)C (acetone cyanohydrin). Product: C(C1=CC=CC=C1)N1C(CNC(C1)(C)CC)(C)C (1-Benzyl-5-ethyl-2,2,5-trimethyl-piperazine). As a reaction SMILES: [CH2:1]([N:8]1[CH2:17][C:16]([CH3:19])([CH3:18])[NH:15][CH2:14][C:9]21[CH2:13]CC[CH2:10]2)[C:2]1[CH:7]=[CH:6][CH:5]=[CH:4][CH:3]=1.[CH3:20]C(N)(CC)CN.CC(C)(O)C#N>>[CH2:1]([N:8]1[CH2:17][C:16]([CH2:18][CH3:20])([CH3:19])[NH:15][CH2:14][C:9]1([CH3:10])[CH3:13])[C:2]1[CH:3]=[CH:4][CH:5]=[CH:6][CH:7]=1. Procedure details: 1-Benzyl-5-ethyl-2,2,5-trimethyl-piperazine was synthesized in analogy to 6-benzyl-8,8-dimethyl-6,9-diaza-spiro[4.5]decane starting from 2-methylbutane 1,2-diamine and acetone cyanohydrin. The reactants are F[B-](F)(F)F.C(CCC)[N+]1=C(C2=C3C(C=CC=C13)=CC=C2)C=CC2=C(C(CCC2)=CC=C2N(C1=CC=CC=3C1=C2C=CC3)CCCC)C3=CC=CC=C3 (1-butyl-2-(2-{3-[2-(1-butyl-1H-benzo[cd]indol-2-ylidene)ethylidene]-2-phenylcyclohex-1-en-1-yl)ethenyl)-benzo[cd]indol-1-ium tetrafluoroborate), FC(C(C(F)(F)F)OC(C(C)(C)C)=O)(S(=O)(=O)[O-])F.[Na+] (sodium 1,1,3,3,3-pentafluoro-2-(pivaloyloxy)propanesulfonate), O (water). The solvent is C(Cl)Cl (methylene chloride). Conditions: time 8 hour. Yields the product FC(C(C(F)(F)F)OC(C(C)(C)C)=O)(S(=O)(=O)[O-])F.C(CCC)[N+]1=C(C2=C3C(C=CC=C13)=CC=C2)C=CC2=C(C(CCC2)=CC=C2N(C1=CC=CC=3C1=C2C=CC3)CCCC)C3=CC=CC=C3 (1-butyl-2-(2-{3-[2-(1-butyl-1H-benzo[cd]indol-2-ylidene)-ethylidene]-2-phenylcyclohex-1-en-1-yl)ethenyl)-benzo[cd]indol-1-ium 1,1,3,3,3-pentafluoro-2-(pivaloyloxy)-propanesulfonate). Yield: 93.0%. As a reaction SMILES: F[B-](F)(F)F.[CH2:6]([N+:10]1[C:18]2[C:13]3[C:14](=[CH:19][CH:20]=[CH:21][C:12]=3[C:11]=1[CH:22]=[CH:23][C:24]1[CH2:29][CH2:28][CH2:27][C:26](=[CH:30][CH:31]=[C:32]3[C:40]4[CH:41]=[CH:42][CH:43]=[C:38]5[C:39]=4[C:34](=[CH:35][CH:36]=[CH:37]5)[N:33]3[CH2:44][CH2:45][CH2:46][CH3:47])[C:25]=1[C:48]1[CH:53]=[CH:52][CH:51]=[CH:50][CH:49]=1)[CH:15]=[CH:16][CH:17]=2)[CH2:7][CH2:8][CH3:9].[F:54][C:55]([F:72])([S:68]([O-:71])(=[O:70])=[O:69])[CH:56]([O:61][C:62](=[O:67])[C:63]([CH3:66])([CH3:65])[CH3:64])[C:57]([F:60])([F:59])[F:58].[Na+].O>C(Cl)Cl>[F:72][C:55]([F:54])([S:68]([O-:71])(=[O:69])=[O:70])[CH:56]([O:61][C:62](=[O:67])[C:63]([CH3:65])([CH3:66])[CH3:64])[C:57]([F:58])([F:60])[F:59].[CH2:6]([N+:10]1[C:18]2[C:13]3[C:14](=[CH:19][CH:20]=[CH:21][C:12]=3[C:11]=1[CH:22]=[CH:23][C:24]1[CH2:29][CH2:28][CH2:27][C:26](=[CH:30][CH:31]=[C:32]3[C:40]4[CH:41]=[CH:42][CH:43]=[C:38]5[C:39]=4[C:34](=[CH:35][CH:36]=[CH:37]5)[N:33]3[CH2:44][CH2:45][CH2:46][CH3:47])[C:25]=1[C:48]1[CH:53]=[CH:52][CH:51]=[CH:50][CH:49]=1)[CH:15]=[CH:16][CH:17]=2)[CH2:7][CH2:8][CH3:9] |f:0.1,2.3,6.7|. Procedure: A mixture of 2.1 g (3 mmol) of 1-butyl-2-(2-{3-[2-(1-butyl-1H-benzo[cd]indol-2-ylidene)ethylidene]-2-phenylcyclohex-1-en-1-yl)ethenyl)-benzo[cd]indol-1-ium tetrafluoroborate, 9.1 g (4.5 mmol) of sodium 1,1,3,3,3-pentafluoro-2-(pivaloyloxy)propanesulfonate aqueous solution, 20 g of water, and 50 g of methylene chloride was stirred overnight at room temperature, whereupon the organic layer was taken out. The organic layer was washed with water, concentrated in vacuum, combined with methyl isobutyl... The reactants are COC(C1=C(C=C(C=C1)C)C1=CC=CC=C1)=O (4-methyl-2-phenylbenzoic acid methyl ester), BrN1C(CCC1=O)=O (N-bromosuccinimide), C(C)(=O)OCC (ethyl acetate). The reagents and catalysts are N(=NC(C#N)(C)C)C(C#N)(C)C (2,2′-azobisisobutyronitrile). Solvent: C(Cl)(Cl)(Cl)Cl (carbon tetrachloride). Yields the product COC(C1=C(C=C(C=C1)CBr)C1=CC=CC=C1)=O (4-bromomethyl-2-phenylbenzoic acid methyl ester). Isolated yield 84.2%. Reaction SMILES: [CH3:1][O:2][C:3](=[O:17])[C:4]1[CH:9]=[CH:8][C:7]([CH3:10])=[CH:6][C:5]=1[C:11]1[CH:16]=[CH:15][CH:14]=[CH:13][CH:12]=1.[Br:18]N1C(=O)CCC1=O.C(OCC)(=O)C>C(Cl)(Cl)(Cl)Cl.N(C(C)(C)C#N)=NC(C)(C)C#N>[CH3:1][O:2][C:3](=[O:17])[C:4]1[CH:9]=[CH:8][C:7]([CH2:10][Br:18])=[CH:6][C:5]=1[C:11]1[CH:12]=[CH:13][CH:14]=[CH:15][CH:16]=1. Reported procedure: A mixture of 4-methyl-2-phenylbenzoic acid methyl ester (2.26 g, 10 mmol), prepared as in Example 227B, N-bromosuccinimide (1.87 g, 10.5 mmol) and 2,2′-azobisisobutyronitrile (25 mg) in carbon tetrachloride (40 mL) was stirred at reflux for 7 hours. The reaction mixture was poured into ethyl acetate and extracted with water (2×), aqueous sodium hydrogen sulfite and brine, dried, filtered, and concentrated in vacuo. Chromatography on silica gel (10% ethyl acetate-hexane) gave 4-bromomethyl-2-phen...